This data is from the Open Reaction Database (ORD), a public repository of structured organic reaction records. The task is: describe an organic reaction: reactants, conditions, products, and yield Starting materials: BrB(Br)Br, ClCCl, CCOC(C)=O, COc1cc(C=O)ccc1F, O. The product is O=Cc1ccc(F)c(O)c1. Reaction SMILES: [B:1]([Br:2])([Br:3])[Br:4].[CH2:5]([Cl:6])[Cl:7].[CH3:20][CH2:21][O:22][C:23](=[O:24])[CH3:25].[CH3:8][O:9][c:10]1[cH:11][c:12]([CH:13]=[O:14])[cH:15][cH:16][c:17]1[F:18].[OH2:19]>>[OH:9][c:10]1[cH:11][c:12]([CH:13]=[O:14])[cH:15][cH:16][c:17]1[F:18]. Reactants: C(C)(=O)N1C(CC(C2=CC(=CC=C12)N)(C)C1=CC=CC=C1)(C)C (1-acetyl-6-amino-4-phenyl-1,2,3,4-tetrahydro-2,2,4-trimethylquinoline), C(CC)C1=CC=C(C(=O)Cl)C=C1 (4-n-propylbenzoyl chloride), C(C)(C)N(C(C)C)CC (N,N-diisopropylethylamine). Solvent: O1CCCC1 (tetrahydrofuran). Product: C(C)(=O)N1C(CC(C2=CC(=CC=C12)NC(C1=CC=C(C=C1)CCC)=O)(C)C1=CC=CC=C1)(C)C (1-Acetyl-4-phenyl-6-(4-n-propylbenzoyl)amino-1,2,3,4-tetrahydro-2,2,4-trimethylquinoline). Reaction SMILES: [C:1]([N:4]1[C:13]2[C:8](=[CH:9][C:10]([NH2:14])=[CH:11][CH:12]=2)[C:7]([C:16]2[CH:21]=[CH:20][CH:19]=[CH:18][CH:17]=2)([CH3:15])[CH2:6][C:5]1([CH3:23])[CH3:22])(=[O:3])[CH3:2].[CH2:24]([C:27]1[CH:35]=[CH:34][C:30]([C:31](Cl)=[O:32])=[CH:29][CH:28]=1)[CH2:25][CH3:26].C(N(CC)C(C)C)(C)C>O1CCCC1>[C:1]([N:4]1[C:13]2[C:8](=[CH:9][C:10]([NH:14][C:31](=[O:32])[C:30]3[CH:34]=[CH:35][C:27]([CH2:24][CH2:25][CH3:26])=[CH:28][CH:29]=3)=[CH:11][CH:12]=2)[C:7]([C:16]2[CH:21]=[CH:20][CH:19]=[CH:18][CH:17]=2)([CH3:15])[CH2:6][C:5]1([CH3:23])[CH3:22])(=[O:3])[CH3:2]. Procedure: Acylation of 1-acetyl-6-amino-4-phenyl-1,2,3,4-tetrahydro-2,2,4-trimethylquinoline (10 mg) with 4-n-propylbenzoyl chloride (12 mg) and N,N-diisopropylethylamine (22 μl) in tetrahydrofuran (1 ml) was performed according to the method described in example 6.